Dataset: the Open Reaction Database (ORD), a public repository of structured organic reaction records. Task: describe an organic reaction: reactants, conditions, products, and yield The reactants are Fc1cccc(CBr)c1, O=[N+]([O-])c1ccc(O)cc1F. Product: O=[N+]([O-])c1ccc(OCc2cccc(F)c2)cc1F. RXN SMILES: [F:12][c:13]1[cH:14][c:15]([CH2:16][Br:17])[cH:18][cH:19][cH:20]1.[F:1][c:2]1[cH:3][c:4]([OH:11])[cH:5][cH:6][c:7]1[N+:8](=[O:9])[O-:10]>>[F:1][c:2]1[cH:3][c:4]([O:11][CH2:16][c:15]2[cH:14][c:13]([F:12])[cH:20][cH:19][cH:18]2)[cH:5][cH:6][c:7]1[N+:8](=[O:9])[O-:10]. Starting materials: O[C@H]1[C@H]2[C@@H]3CC[C@H](C(C)C=O)[C@]3(CC[C@@H]2[C@]2(C=CC(C=C2C1)=O)C)C (7α-hydroxypregna-1,4-dien-3-one-20-carbaldehyde), CC(CO)(CO)C (2,2-dimethyl-1,3-propanediol), O (water). The reagents and catalysts are C1(=CC=C(C=C1)S(=O)(=O)O)C (p-toluenesulfonic acid). Solvent: C1=CC=CC=C1 (benzene). Product: CC1(COC(OC1)C(C)[C@H]1CC[C@H]2[C@@H]3C=CC4=CC(C=C[C@]4(C)[C@H]3CC[C@]12C)=O)C (20-(5,5-dimethyl-1,3-dioxan-2-yl)pregna-1,4,6-trien-3-one). Isolated yield 92.2%. As a reaction SMILES: O[C@@H:2]1[CH2:22][C:21]2[C@:16]([CH3:24])([CH:17]=[CH:18][C:19](=[O:23])[CH:20]=2)[C@@H:15]2[C@@H:3]1[C@H:4]1[C@:12]([CH3:25])([CH2:13][CH2:14]2)[C@@H:7]([CH:8]([CH:10]=O)[CH3:9])[CH2:6][CH2:5]1.[CH3:26][C:27]([CH3:32])([CH2:30][OH:31])[CH2:28][OH:29].O>C1C=CC=CC=1.C1(C)C=CC(S(O)(=O)=O)=CC=1>[CH3:26][C:27]1([CH3:32])[CH2:30][O:31][CH:10]([CH:8]([C@@H:7]2[C@:12]3([CH3:25])[C@H:4]([C@H:3]4[C@H:15]([CH2:14][CH2:13]3)[C@:16]3([CH3:24])[C:21](=[CH:20][C:19](=[O:23])[CH:18]=[CH:17]3)[CH:22]=[CH:2]4)[CH2:5][CH2:6]2)[CH3:9])[O:29][CH2:28]1. Procedure details: In 200 ml of benzene were dissolved 5.00 g (14.6 mmoles) of 7α-hydroxypregna-1,4-dien-3-one-20-carbaldehyde and 4.56 g (43.8 mmoles) of 2,2-dimethyl-1,3-propanediol, followed by addition of 100 mg of p-toluenesulfonic acid. The mixture was refluxed for 5 hours, with the byproduct water being constantly removed from the reaction system by means of a Dean-Stark trap. The reaction mixture was cooled to room temperature and washed with aqueous sodium hydrogen carbonate solution. The aqueous layer wa... The reactants are [Na+], [OH-], COC(=O)c1cnn2c(C)cc(S)nc12. Product: Cc1cc(S)nc2c(C(=O)O)cnn12. RXN SMILES: [Na+:17].[OH-:16].[SH:1][c:2]1[n:3][c:4]2[n:5]([c:6]([CH3:8])[cH:7]1)[n:9][cH:10][c:11]2[C:12](=[O:13])[O:14][CH3:15]>>[SH:1][c:2]1[n:3][c:4]2[n:5]([c:6]([CH3:8])[cH:7]1)[n:9][cH:10][c:11]2[C:12](=[O:13])[OH:14]. Yields the product c1cc2c(nc1CC1CCCNC1)NCCC2. Reactants: CC(C)(C)OC(=O)N1CCCC(Cc2ccc3c(n2)NCCC3)C1, CCOC(C)=O, Cl. As a reaction SMILES: [C:2]([O:3][C:4]([CH3:5])([CH3:6])[CH3:7])(=[O:8])[N:9]1[CH2:10][CH:11]([CH2:15][c:16]2[n:17][c:18]3[c:23]([cH:24][cH:25]2)[CH2:22][CH2:21][CH2:20][NH:19]3)[CH2:12][CH2:13][CH2:14]1.[CH3:26][CH2:27][O:28][C:29]([CH3:30])=[O:31].[ClH:1]>>[NH:9]1[CH2:10][CH:11]([CH2:15][c:16]2[n:17][c:18]3[c:23]([cH:24][cH:25]2)[CH2:22][CH2:21][CH2:20][NH:19]3)[CH2:12][CH2:13][CH2:14]1. Starting materials: compound A1, BrCC1=CC=C(C=C1)C=1N=NSC1 (4-(4-Bromomethyl-phenyl)-[1,2,3]thiadiazole), Cl.COC=1C=C(C=CC1OC)C1=NN(C([C@@H]2CC=CC[C@H]12)=O)C1CCN(CC1)CC1=CC=C2C=CC(OC2=C1)=O ((4aS,8aR)-4-(3,4-Dimethoxyphenyl)-2-[1-(2-oxo-2H-chromen-7-ylmethyl)-piperidin-4-yl]-4a,5,8,8a-tetrahydro-2H-phthalazin-1-one hydrochloride). The product is Cl.Cl.COC=1C=C(C=CC1OC)C1=NN(C([C@@H]2CC=CC[C@H]12)=O)C1CCN(CC1)CC1=CC=C(C=C1)C=1N=NSC1 ((4aS,8aR)-4-(3,4-Dimethoxyphenyl)-2-[1-(4-1,2,3-thiadiazol-4-yl-benzyl)-piperidin-4-yl]-4a,5,8,8a-tetrahydro-2H-phthalazin-1-one dihydrochloride). Reaction SMILES: Br[CH2:2][C:3]1[CH:8]=[CH:7][C:6]([C:9]2[N:10]=[N:11][S:12][CH:13]=2)=[CH:5][CH:4]=1.[ClH:14].[CH3:15][O:16][C:17]1[CH:18]=[C:19]([C:25]2[C@@H:34]3[C@@H:29]([CH2:30][CH:31]=[CH:32][CH2:33]3)[C:28](=[O:35])[N:27]([CH:36]3[CH2:41][CH2:40][N:39](CC4C=C5C(C=CC(=O)O5)=CC=4)[CH2:38][CH2:37]3)[N:26]=2)[CH:20]=[CH:21][C:22]=1[O:23][CH3:24]>>[ClH:14].[ClH:14].[CH3:15][O:16][C:17]1[CH:18]=[C:19]([C:25]2[C@@H:34]3[C@@H:29]([CH2:30][CH:31]=[CH:32][CH2:33]3)[C:28](=[O:35])[N:27]([CH:36]3[CH2:41][CH2:40][N:39]([CH2:2][C:3]4[CH:8]=[CH:7][C:6]([C:9]5[N:10]=[N:11][S:12][CH:13]=5)=[CH:5][CH:4]=4)[CH2:38][CH2:37]3)[N:26]=2)[CH:20]=[CH:21][C:22]=1[O:23][CH3:24] |f:1.2,3.4.5|. Procedure: Prepared from starting compound A1 and 4-(4-Bromomethyl-phenyl)-[1,2,3]thiadiazole as described for compound 18. M.p. 243-245° C.